This data is from the Open Reaction Database (ORD), a public repository of structured organic reaction records. The task is: describe an organic reaction: reactants, conditions, products, and yield Starting materials: O=C1CCC(=O)N1Br, CCCCCn1c2nc[nH]c2c(=O)n2c(CCc3nnc(-c4ccccc4)o3)nnc12, C1CCOC1. Product: CCCCCn1c2nc(Br)[nH]c2c(=O)n2c(CCc3nnc(-c4ccccc4)o3)nnc12. RXN SMILES: [Br:32][N:33]1[C:34](=[O:35])[CH2:36][CH2:37][C:38]1=[O:39].[CH2:1]([CH2:2][CH2:3][CH2:4][CH3:5])[n:6]1[c:7]2[n:8]([c:9](=[O:15])[c:10]3[nH:11][cH:12][n:13][c:14]13)[c:16]([CH2:19][CH2:20][c:21]1[o:22][c:23](-[c:26]3[cH:27][cH:28][cH:29][cH:30][cH:31]3)[n:24][n:25]1)[n:17][n:18]2.[CH2:40]1[O:41][CH2:42][CH2:43][CH2:44]1>>[CH2:1]([CH2:2][CH2:3][CH2:4][CH3:5])[n:6]1[c:7]2[n:8]([c:9](=[O:15])[c:10]3[nH:11][c:12]([Br:32])[n:13][c:14]13)[c:16]([CH2:19][CH2:20][c:21]1[o:22][c:23](-[c:26]3[cH:27][cH:28][cH:29][cH:30][cH:31]3)[n:24][n:25]1)[n:17][n:18]2. Starting materials: ClC1=C(C=CC(C)=O)C=CC=C1 (2-chlorobenzylideneacetone), C(C)(C)OC(CC(N)=N)=O (amidinoacetic acid isopropyl ester). The solvent is C(C)(C)O (isopropanol), C(C)(C)O (isopropanol). Product: C(C)(C)OC(=O)C1=C(NC(=CC1C1=C(C=CC=C1)Cl)C)N (2-amino-6-methyl4-(2-chlorophenyl)-1,4-dihydropyridine-3-carboxylic acid isopropyl ester). Yield: 51.0%. As a reaction SMILES: [Cl:1][C:2]1[CH:12]=[CH:11][CH:10]=[CH:9][C:3]=1[CH:4]=[CH:5][C:6](=O)[CH3:7].[CH:13]([O:16][C:17](=[O:22])[CH2:18][C:19](=[NH:21])[NH2:20])([CH3:15])[CH3:14]>C(O)(C)C>[CH:13]([O:16][C:17]([C:18]1[CH:4]([C:3]2[CH:9]=[CH:10][CH:11]=[CH:12][C:2]=2[Cl:1])[CH:5]=[C:6]([CH3:7])[NH:21][C:19]=1[NH2:20])=[O:22])([CH3:15])[CH3:14]. Reported procedure: Upon heating a solution of 18.1 g of 2-chlorobenzylideneacetone and 14.1 g of amidinoacetic acid isopropyl ester in 200 ml of isopropanol for 3 hours, 2-amino-6-methyl4-(2-chlorophenyl)-1,4-dihydropyridine-3-carboxylic acid isopropyl ester of melting point 161°C (isopropanol) is obtained. Yield: 51 percent of theory. Reactants: [N+](=O)([O-])C1=C2C=CC(=NC2=CC=C1)Cl (5-nitro-2-chloroquinoline), CC=1OC2=C(C1)C=CC=C2N ((2-methyl-1-benzofuran-7-yl)amine), BrC1=CC=C(C=C1)F (1-bromo-4-fluorobenzene). The product is FC1=CC=C(C=C1)NC=1C=2C=CC(=NC2C=CC1)NC1=CC=CC=2C=C(OC21)C (N5-(4-Fluoro-phenyl)-N2-(2-methyl-benzofuran-7-yl)-quinoline-2,5-diamine). Reaction SMILES: [N+:1]([C:4]1[CH:13]=[CH:12][CH:11]=[C:10]2[C:5]=1[CH:6]=[CH:7][C:8](Cl)=[N:9]2)([O-])=O.[CH3:15][C:16]1[O:17][C:18]2[C:24]([NH2:25])=[CH:23][CH:22]=[CH:21][C:19]=2[CH:20]=1.Br[C:27]1[CH:32]=[CH:31][C:30]([F:33])=[CH:29][CH:28]=1>>[F:33][C:30]1[CH:31]=[CH:32][C:27]([NH:1][C:4]2[C:5]3[CH:6]=[CH:7][C:8]([NH:25][C:24]4[C:18]5[O:17][C:16]([CH3:15])=[CH:20][C:19]=5[CH:21]=[CH:22][CH:23]=4)=[N:9][C:10]=3[CH:11]=[CH:12][CH:13]=2)=[CH:28][CH:29]=1. Reported procedure: The title compound, MS: m/e=384.1 (M+H+), was prepared in accordance with the general method of example 38 from 5-nitro-2-chloroquinoline, (2-methyl-1-benzofuran-7-yl)amine and 1-bromo-4-fluorobenzene. The reactants are Cl.C(=N)N (formamidine hydrochloride), [OH-].[Na+] (NaOH), N(=C=S)C1=CC(=C(C=C1)OC)OC (4-isothiocyanato-1,2-dimethoxybenzene). The solvent is C1CCOC1 (THF). Conditions: time 3 hour. The product is NC=NC(=S)NC1=CC(=C(C=C1)OC)OC (1-[1-Amino-methylidene]-3-(3,4-dimethoxy-phenyl)-thiourea). As a reaction SMILES: [N:1]([C:4]1[CH:9]=[CH:8][C:7]([O:10][CH3:11])=[C:6]([O:12][CH3:13])[CH:5]=1)=[C:2]=[S:3].Cl.[CH:15]([NH2:17])=[NH:16].[OH-].[Na+]>C1COCC1>[NH2:17][CH:15]=[N:16][C:2]([NH:1][C:4]1[CH:9]=[CH:8][C:7]([O:10][CH3:11])=[C:6]([O:12][CH3:13])[CH:5]=1)=[S:3] |f:1.2,3.4|. Reported procedure: A mixture of 10 g (51.2 mmol) 4-isothiocyanato-1,2-dimethoxybenzene in 51 ml THF at 0° C. was treated with 5.1 g (63.3 mmol) formamidine hydrochloride and 63.3 ml 1N NaOH and allowed to stirr for 3 h after which the mixture was concentrated. 500 ml ethyl acetate and 100 ml water was added and the precipitate was filtered off and dried to yield the intermediate 1-[1-Amino-methylidene]-3-(3,4-dimethoxy-phenyl)-thiourea (MH+ 240.2) which was used without further purification. The thiourea was taken... Starting materials: ClC1=C(C=CC=C1)N1C(NC2=NC(=NC=C2C1)S(=O)(=O)C)=O (3-(2-chloro-phenyl)-7-methylsulfonyl-3,4-dihydropyrimido[4,5-d]pyrimidin-2(1H)-one), N[C@@H]1CC[C@H](CC1)O (trans-4-aminocyclohexanol), Cl (hydrochloric acid). The solvent is COCCOCCOC (2-methoxyethyl ether). Run at temperature 102.5 celsius. The product is ClC1=C(C=CC=C1)N1C(NC2=NC(=NC=C2C1)N[C@@H]1CC[C@H](CC1)O)=O (3-(2-chlorophenyl)-7-(trans-4-hydroxycyclohexylamino)-3,4-dihydropyrimido[4,5-d]pyrimidin-2(1H)-one). The yield is 49.9%. As a reaction SMILES: [Cl:1][C:2]1[CH:7]=[CH:6][CH:5]=[CH:4][C:3]=1[N:8]1[CH2:17][C:16]2[C:11](=[N:12][C:13](S(C)(=O)=O)=[N:14][CH:15]=2)[NH:10][C:9]1=[O:22].[NH2:23][C@H:24]1[CH2:29][CH2:28][C@H:27]([OH:30])[CH2:26][CH2:25]1.Cl>COCCOCCOC>[Cl:1][C:2]1[CH:7]=[CH:6][CH:5]=[CH:4][C:3]=1[N:8]1[CH2:17][C:16]2[C:11](=[N:12][C:13]([NH:23][C@H:24]3[CH2:29][CH2:28][C@H:27]([OH:30])[CH2:26][CH2:25]3)=[N:14][CH:15]=2)[NH:10][C:9]1=[O:22]. Procedure: Sulfone 11.1 (0.400 g, 1.18 mmol) was combined with trans-4-aminocyclohexanol (0.272 g, 2.36 mmol) and 2-methoxyethyl ether (0.4 mL). The mixture was heated to 100-105° C. for 1 hour at which time it was cooled to room temperature and concentrated in vacuo. The residue was purified by column chromatography on silica gel using 9:1 dichloromethane/methanol. The column fractions containing product were combined and concentrated in vacuo to an oil which was re-dissolved in ethyl acetate and methanol... The reactants are CC(=O)C (acetone), O=C[C@H](O)[C@@H](O)[C@H](O)CO (D-xylose), [Sb](Cl)(Cl)(Cl)(Cl)Cl (antimony pentachloride), N1=CC=CC=C1 (pyridine). Conditions: temperature 60 celsius, time 5 hour. Yields the product CC1(OC[C@@H]2[C@H](O1)[C@@H]3[C@H](O2)OC(O3)(C)C)C (1,2:3,5-di-O-isopropylidene-α-D-xylofuranose). Isolated yield 89.2%. Reaction SMILES: [CH3:1][C:2]([CH3:4])=[O:3].O=[CH:6][C@@H:7]([C@H:9]([C@@H:11]([CH2:13][OH:14])[OH:12])[OH:10])[OH:8].[Sb](Cl)(Cl)(Cl)(Cl)Cl.N1C=C[CH:24]=[CH:23][CH:22]=1>>[CH3:1][C:2]1([CH3:4])[O:10][C@@H:9]2[C@H:11]3[O:12][C:23]([CH3:24])([CH3:22])[O:14][C@H:13]3[O:8][C@@H:7]2[CH2:6][O:3]1. Reported procedure: To 200 ml of acetone were added 10.0 g of D-xylose and 89.7 mg of antimony pentachloride, and the mixture was refluxed with stirring in a water bath of 60° C. for 5 hours. During this reaction, the refluxing solvent was dried with 20 g of Molecular Sieves 3A interposed between the reaction vessel and the condenser. After completion of the reaction, a small amount of pyridine was added to the reaction solution, and the acetone was distilled off under reduced pressure. The residue was dissolved in...